From a dataset of the Open Reaction Database (ORD), a public repository of structured organic reaction records. describe an organic reaction: reactants, conditions, products, and yield Reaction SMILES: [Br:1][c:2]1[n:3][cH:4][c:5]([Br:8])[cH:6][cH:7]1.[CH2:9]([c:10]1[cH:11][cH:12][cH:13][cH:14][cH:15]1)[O:16][c:17]1[cH:18][cH:19][c:20]([B:23]([OH:24])[OH:25])[cH:21][cH:22]1>>[c:2]1(-[c:20]2[cH:19][cH:18][c:17]([O:16][CH2:9][c:10]3[cH:11][cH:12][cH:13][cH:14][cH:15]3)[cH:22][cH:21]2)[n:3][cH:4][c:5]([Br:8])[cH:6][cH:7]1. The product is Brc1ccc(-c2ccc(OCc3ccccc3)cc2)nc1. Reactants: Brc1ccc(Br)nc1, OB(O)c1ccc(OCc2ccccc2)cc1. The reactants are CC(C)(C)[Si](C)(C)Oc1ccc(C=O)cc1, CC1=CN=C(C=C1)N, [C-]#[N+]C1CCCCC1. The reagents and catalysts are O=C(O)C(F)(F)F (trifluoroacetic acid). Solvent: CC(C)O (isopropyl alcohol), CC(C)O (isopropylalcohol). Run at temperature 22 celsius, time 20 hour. Product: Cc1ccc2nc(c3ccc(cc3)O[Si](C)(C)C(C)(C)C)c(NC3CCCCC3)n2c1. The yield is 5.5%. RXN SMILES: CC1=CC=C(N)N=C1.[C-]#[N+]C1CCCCC1.CC(C)(C)[Si](C)(C)OC1=CC=C(C=O)C=C1>>CC1=CN2C(C=C1)=NC(=C2NC1CCCCC1)C1=CC=C(O[Si](C)(C)C(C)(C)C)C=C1. Product: CC(C)CCC(CC1CCOCC1)N1CCC(CC(=O)O)CC1c1ccc(C(F)(F)F)cc1. Reactants: COC(=O)CC1CCN(C(CCC(C)C)CC2CCOCC2)C(c2ccc(C(F)(F)F)cc2)C1, CO, [Na+], [OH-]. Reaction SMILES: [CH3:1][CH:2]([CH2:3][CH2:4][CH:5]([CH2:6][CH:7]1[CH2:8][CH2:9][O:10][CH2:11][CH2:12]1)[N:13]1[CH:14]([c:24]2[cH:25][cH:26][c:27]([C:30]([F:31])([F:32])[F:33])[cH:28][cH:29]2)[CH2:15][CH:16]([CH2:19][C:20](=[O:21])[O:22][CH3:23])[CH2:17][CH2:18]1)[CH3:34].[CH3:37][OH:38].[Na+:36].[OH-:35]>>[CH3:1][CH:2]([CH2:3][CH2:4][CH:5]([CH2:6][CH:7]1[CH2:8][CH2:9][O:10][CH2:11][CH2:12]1)[N:13]1[CH:14]([c:24]2[cH:25][cH:26][c:27]([C:30]([F:31])([F:32])[F:33])[cH:28][cH:29]2)[CH2:15][CH:16]([CH2:19][C:20](=[O:21])[OH:22])[CH2:17][CH2:18]1)[CH3:34]. The reactants are CCO, Cl, Cl, Nc1cc(S(=O)(=O)O)c2cccc(O)c2c1N, [Na+], O, Cc1ccccc1-c1ccc(C=O)c(O)c1, O=S([O-])O. The product is O=Cc1ccc(-c2ccccc2)cc1O. Reaction SMILES: [CH3:41][CH2:42][OH:43].[ClH:17].[ClH:18].[NH2:19][c:20]1[c:21]2[c:22]([cH:23][cH:24][cH:25][c:26]2[OH:27])[c:28]([S:29]([OH:30])(=[O:31])=[O:32])[cH:33][c:34]1[NH2:35].[Na+:40].[OH2:44].[OH:1][c:2]1[c:3]([CH:4]=[O:5])[cH:6][cH:7][c:8](-[c:10]2[c:11]([CH3:16])[cH:12][cH:13][cH:14][cH:15]2)[cH:9]1.[S:36](=[O:37])([OH:38])[O-:39]>>[OH:1][c:2]1[c:3]([CH:4]=[O:5])[cH:6][cH:7][c:8](-[c:10]2[cH:11][cH:12][cH:13][cH:14][cH:15]2)[cH:9]1. The reactants are COC=1C=C2C(=NC=NC2=CC1OCCOC)OC=1C=C(N)C=CC1 (3-(6-methoxy-7-(2-methoxyethoxy)quinazolin-4-yloxy)aniline), C1(CC1)C1=NOC(=C1)NC(OC1=CC=CC=C1)=O (phenyl 3-cyclopropylisoxazol-5-ylcarbamate), COC=1C=C2C(=NC=NC2=CC1OC)OC=1C=C(C=CC1)NC(=O)NC1=CC(=NO1)C(C)C (1-(3-(6,7-dimethoxyquinazolin-4-yloxy)phenyl)-3-(3-isopropylisoxazol-5-yl)urea). Product: C1(CC1)C1=NOC(=C1)NC(=O)NC1=CC(=CC=C1)OC1=NC=NC2=CC(=C(C=C12)OC)OCCOC (1-(3-cyclopropylisoxazol-5-yl)-3-(3-(6-methoxy-7-(2-methoxyethoxy)quinazolin-4-yloxy)phenyl)urea). The yield is 52.4%. RXN SMILES: [CH3:1][O:2][C:3]1[CH:4]=[C:5]2[C:10](=[CH:11][C:12]=1[O:13][CH2:14][CH2:15][O:16][CH3:17])[N:9]=[CH:8][N:7]=[C:6]2[O:18][C:19]1[CH:20]=[C:21]([CH:23]=[CH:24][CH:25]=1)[NH2:22].[CH:26]1([C:29]2[CH:33]=[C:32]([NH:34][C:35](=O)[O:36]C3C=CC=CC=3)[O:31][N:30]=2)[CH2:28][CH2:27]1.COC1C=C2C(=CC=1OC)N=CN=C2OC1C=C(NC(NC2ON=C(C(C)C)C=2)=O)C=CC=1>>[CH:26]1([C:29]2[CH:33]=[C:32]([NH:34][C:35]([NH:22][C:21]3[CH:23]=[CH:24][CH:25]=[C:19]([O:18][C:6]4[C:5]5[C:10](=[CH:11][C:12]([O:13][CH2:14][CH2:15][O:16][CH3:17])=[C:3]([O:2][CH3:1])[CH:4]=5)[N:9]=[CH:8][N:7]=4)[CH:20]=3)=[O:36])[O:31][N:30]=2)[CH2:28][CH2:27]1. Procedure: Prepared from 3-(6-methoxy-7-(2-methoxyethoxy)quinazolin-4-yloxy)aniline from Example 117B (90 mg, 0.264 mmol) and phenyl 3-cyclopropylisoxazol-5-ylcarbamate from Example 124A (78 mg, 0.317 mmol) according to the method described for 1-(3-(6,7-dimethoxyquinazolin-4-yloxy)phenyl)-3-(3-isopropylisoxazol-5-yl)urea in Example 122B to afford 1-(3-cyclopropylisoxazol-5-yl)-3-(3-(6-methoxy-7-(2-methoxyethoxy)quinazolin-4-yloxy)phenyl)urea as a colorless solid (68 mg, 52%). 1H NMR (300 MHz, DMSO-d6) δ 1...